This data is from the Open Reaction Database (ORD), a public repository of structured organic reaction records. The task is: describe an organic reaction: reactants, conditions, products, and yield Starting materials: CCO, Cl, NO, O=Cc1c(-c2ccccc2)nn2ccccc12. Product: Cl, ON=Cc1c(-c2ccccc2)nn2ccccc12. Reaction SMILES: [CH3:21][CH2:22][OH:23].[ClH:18].[NH2:19][OH:20].[c:1]1(-[c:7]2[n:8][n:9]3[c:10]([cH:11][cH:12][cH:13][cH:14]3)[c:15]2[CH:16]=[O:17])[cH:2][cH:3][cH:4][cH:5][cH:6]1>>[ClH:18].[c:1]1(-[c:7]2[n:8][n:9]3[c:10]([cH:11][cH:12][cH:13][cH:14]3)[c:15]2[CH:16]=[N:19][OH:20])[cH:2][cH:3][cH:4][cH:5][cH:6]1. The reactants are OCCNS(=O)(=O)C1=CC=C(C=C1)C=1NC(C(C(=O)O)=CC1)=O (6-[4-[(2-hydroxyethyl)aminosulfonyl]phenyl]-1,2-dihydro-2-oxonicotinic acid), OCCN(S(=O)(=O)C1=CC=C(C=C1)C=1NC(C(C(=O)ON2C(CCC2=O)=O)=CC1)=O)CCO (6-[4-[Bis(2-hydroxyethyl)aminosulfonyl]phenyl]-1,2-dihydro-2-oxonicotinic Acid, 2,5-Dioxo-1-pyrrolidinyl Ester), ON1C(CCC1=O)=O (N-hydroxysuccinimide), C1(CCCCC1)N=C=NC1CCCCC1 (N,N'-dicyclohexylcarbodiimide). The solvent is CN(C=O)C (dimethylformamide), CN(C=O)C (dimethylformamide). Yields the product OCCNS(=O)(=O)C1=CC=C(C=C1)C=1NC(C(C(=O)ON2C(CCC2=O)=O)=CC1)=O (6-[4-[(2-hydroxyethyl)aminosulfonyl]phenyl]-1,2-dihydro-2-oxonicotinic acid, 2,5-dioxo-1-pyrrolidinyl ester). RXN SMILES: OCCNS(C1C=CC(C2NC(=O)C(=CC=2)C(O)=O)=CC=1)(=O)=O.ON1C(=O)CCC1=O.C1(N=C=NC2CCCCC2)CCCCC1.[OH:47][CH2:48][CH2:49][N:50](CCO)[S:51]([C:54]1[CH:59]=[CH:58][C:57]([C:60]2[NH:61][C:62](=[O:76])[C:63](=[CH:74][CH:75]=2)[C:64]([O:66][N:67]2[C:71](=[O:72])[CH2:70][CH2:69][C:68]2=[O:73])=[O:65])=[CH:56][CH:55]=1)(=[O:53])=[O:52]>CN(C)C=O>[OH:47][CH2:48][CH2:49][NH:50][S:51]([C:54]1[CH:59]=[CH:58][C:57]([C:60]2[NH:61][C:62](=[O:76])[C:63](=[CH:74][CH:75]=2)[C:64]([O:66][N:67]2[C:68](=[O:73])[CH2:69][CH2:70][C:71]2=[O:72])=[O:65])=[CH:56][CH:55]=1)(=[O:53])=[O:52]. Reported procedure: From 3.8 g. of 6-[4-[(2-hydroxyethyl)aminosulfonyl]phenyl]-1,2-dihydro-2-oxonicotinic acid and 1.34 g. of N-hydroxysuccinimide in 60 ml. of dimethylformamide, and 2.56 g. of N,N'-dicyclohexylcarbodiimide in 5 ml. of dimethylformamide, following the procedure of (a) above, there is obtained 6-[4-[(2-hydroxyethyl)aminosulfonyl]phenyl]-1,2-dihydro-2-oxonicotinic acid, 2,5-dioxo-1-pyrrolidinyl ester; m.p. 203.5°-205° C. Reactants: CCO, [H][H], Cc1ncsc1C(N=[N+]=[N-])c1ccoc1. Product: Cc1ncsc1C(N)c1ccoc1. Reaction SMILES: [CH3:18][CH2:19][OH:20].[H:16][H:17].[N:1](=[N+:2]=[N-:3])[CH:4]([c:5]1[c:6]([CH3:10])[n:7][cH:8][s:9]1)[c:11]1[cH:12][o:13][cH:14][cH:15]1>>[NH2:1][CH:4]([c:5]1[c:6]([CH3:10])[n:7][cH:8][s:9]1)[c:11]1[cH:12][o:13][cH:14][cH:15]1. Reactants: 30, NC=1C=C(C=CC1N)C(=O)C1=CC=CC=C1 ((3,4-diaminophenyl) phenylmethanone), CO (methanol), C(C=O)=O (ethanedial). Run in O (water). Run at time 3 hour. The product is 20, C1(=CC=CC=C1)C(=O)C=1C=C2N=CC=NC2=CC1 (phenyl (6-quinoxalinyl)methanone). Isolated yield 59.3%. As a reaction SMILES: [NH2:1][C:2]1[CH:3]=[C:4]([C:9]([C:11]2[CH:16]=[CH:15][CH:14]=[CH:13][CH:12]=2)=[O:10])[CH:5]=[CH:6][C:7]=1[NH2:8].CO.[CH:19](=O)[CH:20]=O>O>[C:11]1([C:9]([C:4]2[CH:3]=[C:2]3[C:7](=[CH:6][CH:5]=2)[N:8]=[CH:20][CH:19]=[N:1]3)=[O:10])[CH:12]=[CH:13][CH:14]=[CH:15][CH:16]=1. Procedure details: To a stirred solution of 30 parts of (3,4-diaminophenyl) phenylmethanone in 240 parts of methanol were added 30 parts of an ethanedial solution in water 40%. The reaction mixture was stirred for 3 hours at reflux temperature. After cooling to room temperature, the precipitated product was filtered off, washed with methanol and dried, yielding 20 parts (59.3%) of phenyl (6-quinoxalinyl)methanone; mp. 120° C. (interm. 2).